This data is from the Open Reaction Database (ORD), a public repository of structured organic reaction records. The task is: describe an organic reaction: reactants, conditions, products, and yield Reactants: N (NH3), CO (MeOH), ClC1=NC=NC(=C1C=O)Cl (4,6-Dichloropyrimidine-5-carbaldehyde). Run in C1(=CC=CC=C1)C (toluene). Run at temperature 23 celsius, time 3.5 hour. The product is NC1=NC=NC(=C1C=O)Cl (4-Amino-6-chloropyrimidine-5-carbaldehyde). RXN SMILES: [NH3:1].CO.[Cl:4][C:5]1[C:10]([CH:11]=[O:12])=[C:9](Cl)[N:8]=[CH:7][N:6]=1>C1(C)C=CC=CC=1>[NH2:1][C:9]1[C:10]([CH:11]=[O:12])=[C:5]([Cl:4])[N:6]=[CH:7][N:8]=1. Reported procedure: A solution of 7M NH3 in MeOH (265 mL, 1.8602 mol, 2.0 equiv) was added over 1.25 hr to a solution of 4,6-dichloropyrimidine-5-carbaldehyde (9, 163.7 g, 0.9301 mol) in toluene (3 L). The reaction temperature slowly increased from 20 to 26° C. and a yellow suspension formed. Mild cooling was applied to maintain the reaction temperature at <26° C. The suspension was stirred 3.5 hr at room temperature before the solids were collected by filtration. The solids were washed with EtOAc (1 L). The filtra...